Dataset: the Open Reaction Database (ORD), a public repository of structured organic reaction records. Task: describe an organic reaction: reactants, conditions, products, and yield The reactants are C[Si](C)(C)I, COC(=O)NC1C(=O)NCc2ccccc21, CC#N, CCOC(C)=O. Product: NC1C(=O)NCc2ccccc21. RXN SMILES: [CH3:17][Si:18]([I:19])([CH3:20])[CH3:21].[CH3:1][O:2][C:3](=[O:4])[NH:5][CH:6]1[C:7](=[O:16])[NH:8][CH2:9][c:10]2[cH:11][cH:12][cH:13][cH:14][c:15]21.[CH3:22][C:23]#[N:24].[CH3:25][CH2:26][O:27][C:28](=[O:29])[CH3:30]>>[NH2:5][CH:6]1[C:7](=[O:16])[NH:8][CH2:9][c:10]2[cH:11][cH:12][cH:13][cH:14][c:15]21. Starting materials: C(C1=CC=CC=C1)[C@H]1CN(CCN1)C1=C2C=CC(=NC2=C(C=C1)OC)C(F)(F)F (5-((S)-3-benzyl-piperazin-1-yl)-8-methoxy-2-trifluoromethyl-quinoline). Solvent: ClCC(C)=O (chloroacetone). Yields the product C(C1=CC=CC=C1)[C@@H]1N(CCN(C1)C1=C2C=CC(=NC2=C(C=C1)OC)C(F)(F)F)CC(C)=O ((S)-1-(2-benzyl-4-(8-methoxy-2-(trifluoromethyl)quinolin-5-yl)piperazin-1-yl)propan-2-one). Yield: 199.8%. As a reaction SMILES: [CH2:1]([C@@H:8]1[NH:13][CH2:12][CH2:11][N:10]([C:14]2[CH:23]=[CH:22][C:21]([O:24][CH3:25])=[C:20]3[C:15]=2[CH:16]=[CH:17][C:18]([C:26]([F:29])([F:28])[F:27])=[N:19]3)[CH2:9]1)[C:2]1[CH:7]=[CH:6][CH:5]=[CH:4][CH:3]=1>ClCC(=O)C>[CH2:1]([C@H:8]1[CH2:9][N:10]([C:14]2[CH:23]=[CH:22][C:21]([O:24][CH3:25])=[C:20]3[C:15]=2[CH:16]=[CH:17][C:18]([C:26]([F:29])([F:27])[F:28])=[N:19]3)[CH2:11][CH2:12][N:13]1[CH2:20][C:21](=[O:24])[CH3:22])[C:2]1[CH:7]=[CH:6][CH:5]=[CH:4][CH:3]=1. Reported procedure: Prepared using the same procedure described in Example 405 from 5-((S)-3-benzyl-piperazin-1-yl)-8-methoxy-2-trifluoromethyl-quinoline (254 mg, 0.63 mmol) and chloroacetone (60 μL), to afford the title compound as yellow solid (288 mg, 98%). LC/MS (Method B) 2.67 min, [M+1]+ 458.